This data is from the Open Reaction Database (ORD), a public repository of structured organic reaction records. The task is: describe an organic reaction: reactants, conditions, products, and yield The reactants are CCN(CC)CCCS(=N)(=O)c1ccc([N+](=O)[O-])cc1, C=O, O=CO, [Na+], [OH-], O. The product is CCN(CC)CCCS(=O)(=NC)c1ccc([N+](=O)[O-])cc1. Reaction SMILES: [CH2:1]([CH3:2])[N:3]([CH2:4][CH2:5][CH2:6][S:7](=[O:8])(=[NH:9])[c:10]1[cH:11][cH:12][c:13]([N+:16](=[O:17])[O-:18])[cH:14][cH:15]1)[CH2:19][CH3:20].[CH2:21]=[O:22].[CH:23]([OH:24])=[O:25].[Na+:27].[OH-:26].[OH2:28]>>[CH2:1]([CH3:2])[N:3]([CH2:4][CH2:5][CH2:6][S:7](=[O:8])(=[N:9][CH3:23])[c:10]1[cH:11][cH:12][c:13]([N+:16](=[O:17])[O-:18])[cH:14][cH:15]1)[CH2:19][CH3:20]. Starting materials: Cc1nc2ccc(Br)cc2c(-c2ccccc2)c1C(=O)C(F)(F)F, C1COCCN1. The product is Cc1nc2ccc(N3CCOCC3)cc2c(-c2ccccc2)c1C(=O)C(F)(F)F. RXN SMILES: [Br:1][c:2]1[cH:3][c:4]2[c:5](-[c:19]3[cH:20][cH:21][cH:22][cH:23][cH:24]3)[c:6]([C:13]([C:14]([F:15])([F:16])[F:17])=[O:18])[c:7]([CH3:12])[n:8][c:9]2[cH:10][cH:11]1.[CH2:25]1[CH2:26][O:27][CH2:28][CH2:29][NH:30]1>>[c:2]1([N:30]2[CH2:25][CH2:26][O:27][CH2:28][CH2:29]2)[cH:3][c:4]2[c:5](-[c:19]3[cH:20][cH:21][cH:22][cH:23][cH:24]3)[c:6]([C:13]([C:14]([F:15])([F:16])[F:17])=[O:18])[c:7]([CH3:12])[n:8][c:9]2[cH:10][cH:11]1. As a reaction SMILES: [NH2:1][C@@H:2]1[CH2:8][O:7]C(C)(C)[O:5][CH2:4][C@H:3]1[OH:11].[CH:12]1[C:16]2[N:17]=[CH:18][NH:19][C:20](=[O:21])[C:15]=2[NH:14][CH:13]=1.[CH2:22]=O>O>[OH:7][CH2:8][CH:2]([NH:1][CH2:22][C:12]1[C:16]2[N:17]=[CH:18][NH:19][C:20](=[O:21])[C:15]=2[NH:14][CH:13]=1)[CH:3]([OH:11])[CH2:4][OH:5]. Yield: 27.0%. Procedure: A mixture of (5S,6R)-6-amino-2,2-dimethyl-1,3-dioxepan-5-ol (155 mg, 0.96 mmol), 9-deazahypoxanthine (100 mg, 0.74 mmol) and 37% aq formaldehyde (140 μl, 1.85 mmol) in water (2 ml) was stirred and heated in stoppered flask at 85° C. overnight. The solution was evaporated to dryness. The residue was stirred in methanolic ammonia for 10 minutes and then evaporated. The residue was chromatographed on silica (DCM-MeOH-cNH3 6:3.5:0.5) to give the racemic 7-(((2RS,3SR)-1,3,4-trihydroxybutan-2-ylamino)... Conditions: temperature 85 celsius. Reactants: N[C@H]1[C@@H](COC(OC1)(C)C)O ((5S,6R)-6-amino-2,2-dimethyl-1,3-dioxepan-5-ol), C1=CNC2=C1N=CNC2=O (9-deazahypoxanthine), C=O (formaldehyde). Yields the product OCC(C(CO)O)NCC1=CNC2=C1N=CNC2=O (racemic 7-(((2RS,3SR)-1,3,4-trihydroxybutan-2-ylamino)methyl)-3H-pyrrolo[3,2-d]pyrimidin-4(5H)-one). The solvent is O (water).